This data is from the Open Reaction Database (ORD), a public repository of structured organic reaction records. The task is: describe an organic reaction: reactants, conditions, products, and yield The reactants are FC1=C(OC2=C(C=C(C=C2)NS(=O)(=O)C)C2=CN(C(C(=C2)C)=O)C)C=CC(=C1)F (N-[4-(2,4-difluorophenoxy)-3-(1,5-dimethyl-6-oxopyridin-3-yl)phenyl]methanesulfonamide), C(=O)([O-])[O-].[Cs+].[Cs+] (Cs2CO3), CC1=CC=C(C=C1)S(=O)(=O)OC1COC1 (oxetan-3-yl 4-methylbenzenesulfonate), CC1=CC=C(C=C1)S(=O)(=O)OC1COC1 (oxetan-3-yl 4-methylbenzenesulfonate), C(=O)([O-])[O-].[Cs+].[Cs+] (Cs2CO3). Run in CN(C)C=O (DMF). Conditions: time 2 hour. Product: FC1=C(OC2=C(C=C(C=C2)N(S(=O)(=O)C)C2COC2)C2=CN(C(C(=C2)C)=O)C)C=CC(=C1)F (N-[4-(2,4-difluorophenoxy)-3-(1,5-dimethyl-6-oxopyridin-3-yl)phenyl]-N-(oxetan-3-yl)methanesulfonamide). Yield: 36.4%. Reaction SMILES: [F:1][C:2]1[CH:28]=[C:27]([F:29])[CH:26]=[CH:25][C:3]=1[O:4][C:5]1[CH:10]=[CH:9][C:8]([NH:11][S:12]([CH3:15])(=[O:14])=[O:13])=[CH:7][C:6]=1[C:16]1[CH:21]=[C:20]([CH3:22])[C:19](=[O:23])[N:18]([CH3:24])[CH:17]=1.C([O-])([O-])=O.[Cs+].[Cs+].CC1C=CC(S(O[CH:47]2[CH2:50][O:49][CH2:48]2)(=O)=O)=CC=1>CN(C=O)C>[F:1][C:2]1[CH:28]=[C:27]([F:29])[CH:26]=[CH:25][C:3]=1[O:4][C:5]1[CH:10]=[CH:9][C:8]([N:11]([CH:47]2[CH2:50][O:49][CH2:48]2)[S:12]([CH3:15])(=[O:13])=[O:14])=[CH:7][C:6]=1[C:16]1[CH:21]=[C:20]([CH3:22])[C:19](=[O:23])[N:18]([CH3:24])[CH:17]=1 |f:1.2.3|. Procedure: The title compound of Example 102 (46 mg, 0.11 mmol), Cs2CO3 (150 mg, 0.46 mmol), KI (10 mg, 0.06 mmol) and oxetan-3-yl 4-methylbenzenesulfonate (30 mg, 0.13 mmol) in DMF (0.9 mL) were microwaved at 130° C. for 2 h. Additional oxetan-3-yl 4-methylbenzenesulfonate (65 mg, 0.29 mmol) and Cs2CO3 (126 mg, 0.39 mmol) were added and microwave resumed at 130° C. for 2 h more. The mixture was purified by silica gel chromatography (EA) to give the title compound (20 mg, 0.04 mmol) as cream solids in 38% ... The reactants are CCc1ccccc1, CCCCCCC, CN(C)CCN(C)C, COC(=O)Cc1ccc(S(C)(=O)=O)c(Cl)c1, CC(C)[N-]C(C)C, ICC1CCCSC1, [Li+], C1CCOC1, C1CCOC1. Yields the product COC(=O)C(CC1CCCSC1)c1ccc(S(C)(=O)=O)c(Cl)c1. Reaction SMILES: [CH2:9]([c:10]1[cH:11][cH:12][cH:13][cH:14][cH:15]1)[CH3:16].[CH3:22][CH2:23][CH2:24][CH2:25][CH2:26][CH2:27][CH3:28].[CH3:29][N:30]([CH3:31])[CH2:32][CH2:33][N:34]([CH3:35])[CH3:36].[CH3:37][O:38][C:39]([CH2:40][c:41]1[cH:42][c:43]([Cl:51])[c:44]([S:47](=[O:48])(=[O:49])[CH3:50])[cH:45][cH:46]1)=[O:52].[CH:1]([N-:2][CH:3]([CH3:4])[CH3:5])([CH3:6])[CH3:7].[I:53][CH2:54][CH:55]1[CH2:56][S:57][CH2:58][CH2:59][CH2:60]1.[Li+:8].[O:17]1[CH2:18][CH2:19][CH2:20][CH2:21]1.[O:61]1[CH2:62][CH2:63][CH2:64][CH2:65]1>>[CH3:37][O:38][C:39]([CH:40]([c:41]1[cH:42][c:43]([Cl:51])[c:44]([S:47](=[O:48])(=[O:49])[CH3:50])[cH:45][cH:46]1)[CH2:54][CH:55]1[CH2:56][S:57][CH2:58][CH2:59][CH2:60]1)=[O:52]. The reactants are ClC1=NC2=CC(=C(C=C2C(=N1)Cl)OC)OC (2,4-dichloro-6,7-dimethoxy-quinazoline), CC(=O)O (AcOH). Solvent: [OH-].[Na+] (NaOH), C1CCOC1 (THF). Conditions: temperature 0 celsius. Yields the product C=1C=CC2=C(C1)C(=O)NC=N2 (Quinazolinone). Yield: 100.0%. Reaction SMILES: Cl[C:2]1[N:11]=[C:10](Cl)[C:9]2[C:4](=[CH:5][C:6](OC)=[C:7](OC)[CH:8]=2)[N:3]=1.CC(O)=[O:19]>[OH-].[Na+].C1COCC1>[CH:7]1[CH:6]=[CH:5][C:4]2[N:3]=[CH:2][NH:11][C:10](=[O:19])[C:9]=2[CH:8]=1 |f:2.3|. Procedure: A solution of 2,4-dichloro-6,7-dimethoxy-quinazoline (2.12 g, 8.20 mmol) in 1 M NaOH (50 mL) and THF (15 mL) was stirred at room temperature under an argon blanket for 23 hours. The solution was cooled to 0° C., then acidified to pH 5 with AcOH. The resulting solids were collected by vacuum filtration and dried in a vacuum oven at 70° C. overnight to provide Intermediate 8 as a pale yellow powder (2.02 g, 100%). 1H NMR (300 MHz, DMSO-d6) δ: 7.38 (s, 1H), 7.08 (s, 1H), 3.88 (s, 3H), 3.85 (s, 3H),... Starting materials: FC1=C(C=C(C(=O)O)C=C1)OC (4-fluoro-3-methoxybenzoic acid), S(O)(O)(=O)=O (sulfuric acid), C(O)([O-])=O.[Na+] (sodium hydrogen carbonate). Solvent: CO (methanol). Product: FC1=C(C=C(C(=O)OC)C=C1)OC (methyl 4-fluoro-3-methoxybenzoate). As a reaction SMILES: [F:1][C:2]1[CH:10]=[CH:9][C:5]([C:6]([OH:8])=[O:7])=[CH:4][C:3]=1[O:11][CH3:12].S(=O)(=O)(O)O.[C:18](=O)([O-])O.[Na+]>CO>[F:1][C:2]1[CH:10]=[CH:9][C:5]([C:6]([O:8][CH3:18])=[O:7])=[CH:4][C:3]=1[O:11][CH3:12] |f:2.3|. Reported procedure: A mixture of 4-fluoro-3-methoxybenzoic acid (2.33 g) and sulfuric acid (0.2 ml) in methanol (20 mL) was heated under reflux for 10 hr, and allowed to cool to room temperature. The reaction mixture was neutralized with saturated aqueous sodium hydrogen carbonate solution, the solvent was evaporated under reduced pressure, and water was added to the residue. The resultant precipitate was collected by filtration to give the title compound (2.31 g). Starting materials: CS(=O)(=O)NC=1C=CC(=CC1OC=2C=CC=CC2)[N+](=O)[O-] (nimesulide), C([C@@H]1[C@@H]2[C@@H]([C@H]([C@H](O1)O[C@@H]3[C@H](O[C@@H]([C@@H]([C@H]3O)O)O[C@@H]4[C@H](O[C@@H]([C@@H]([C@H]4O)O)O[C@@H]5[C@H](O[C@@H]([C@@H]([C@H]5O)O)O[C@@H]6[C@H](O[C@@H]([C@@H]([C@H]6O)O)O[C@@H]7[C@H](O[C@@H]([C@@H]([C@H]7O)O)O[C@@H]8[C@H](O[C@H](O2)[C@@H]([C@H]8O)O)CO)CO)CO)CO)CO)CO)O)O)O (β-CD), β-CD·10H2O, N[C@@H](CCCCN)C(=O)O (L-lysine), CS(=O)(=O)NC=1C=CC(=CC1OC=2C=CC=CC2)[N+](=O)[O-] (nimesulide), N[C@@H](CCCCN)C(=O)O (L-lysine). The solvent is O (water), O (water). Run at temperature 50 celsius, time 5 minute. Product: CS(=O)(=O)NC=1C=CC(=CC1OC=2C=CC=CC2)[N+](=O)[O-].N[C@@H](CCCCN)C(=O)O.C([C@@H]1[C@@H]2[C@@H]([C@H]([C@H](O1)O[C@@H]3[C@H](O[C@@H]([C@@H]([C@H]3O)O)O[C@@H]4[C@H](O[C@@H]([C@@H]([C@H]4O)O)O[C@@H]5[C@H](O[C@@H]([C@@H]([C@H]5O)O)O[C@@H]6[C@H](O[C@@H]([C@@H]([C@H]6O)O)O[C@@H]7[C@H](O[C@@H]([C@@H]([C@H]7O)O)O[C@@H]8[C@H](O[C@H](O2)[C@@H]([C@H]8O)O)CO)CO)CO)CO)CO)CO)O)O)O (nimesulide L-lysine β-CD). RXN SMILES: [CH3:1][S:2]([NH:5][C:6]1[CH:7]=[CH:8][C:9]([N+:19]([O-:21])=[O:20])=[CH:10][C:11]=1[O:12][C:13]1[CH:14]=[CH:15][CH:16]=[CH:17][CH:18]=1)(=[O:4])=[O:3].[NH2:22][C@H:23]([C:29]([OH:31])=[O:30])[CH2:24][CH2:25][CH2:26][CH2:27][NH2:28].[CH2:32]([OH:108])[C@H:33]1[O:38][C@@H:37]2[O:39][C@H:40]3[C@H:45]([OH:46])[C@@H:44]([OH:47])[C@@H:43]([O:48][C@H:49]4[C@H:54]([OH:55])[C@@H:53]([OH:56])[C@@H:52]([O:57][C@H:58]5[C@H:63]([OH:64])[C@@H:62]([OH:65])[C@@H:61]([O:66][C@H:67]6[C@H:72]([OH:73])[C@@H:71]([OH:74])[C@@H:70]([O:75][C@H:76]7[C@H:81]([OH:82])[C@@H:80]([OH:83])[C@@H:79]([O:84][C@H:85]8[C@H:91]([OH:92])[C@@H:90]([OH:93])[C@@H:88]([O:89][C@H:34]1[C@H:35]([OH:107])[C@H:36]2[OH:106])[O:87][C@@H:86]8[CH2:94][OH:95])[O:78][C@@H:77]7[CH2:96][OH:97])[O:69][C@@H:68]6[CH2:98][OH:99])[O:60][C@@H:59]5[CH2:100][OH:101])[O:51][C@@H:50]4[CH2:102][OH:103])[O:42][C@@H:41]3[CH2:104][OH:105]>O>[CH3:1][S:2]([NH:5][C:6]1[CH:7]=[CH:8][C:9]([N+:19]([O-:21])=[O:20])=[CH:10][C:11]=1[O:12][C:13]1[CH:18]=[CH:17][CH:16]=[CH:15][CH:14]=1)(=[O:3])=[O:4].[NH2:22][C@H:23]([C:29]([OH:31])=[O:30])[CH2:24][CH2:25][CH2:26][CH2:27][NH2:28].[CH2:98]([OH:99])[C@H:68]1[O:69][C@@H:70]2[O:75][C@H:76]3[C@H:81]([OH:82])[C@@H:80]([OH:83])[C@@H:79]([O:84][C@H:85]4[C@H:91]([OH:92])[C@@H:90]([OH:93])[C@@H:88]([O:89][C@H:34]5[C@H:35]([OH:107])[C@@H:36]([OH:106])[C@@H:37]([O:39][C@H:40]6[C@H:45]([OH:46])[C@@H:44]([OH:47])[C@@H:43]([O:48][C@H:49]7[C@H:54]([OH:55])[C@@H:53]([OH:56])[C@@H:52]([O:57][C@H:58]8[C@H:63]([OH:64])[C@@H:62]([OH:65])[C@@H:61]([O:66][C@H:67]1[C@H:72]([OH:73])[C@H:71]2[OH:74])[O:60][C@@H:59]8[CH2:100][OH:101])[O:51][C@@H:50]7[CH2:102][OH:103])[O:42][C@@H:41]6[CH2:104][OH:105])[O:38][C@@H:33]5[CH2:32][OH:108])[O:87][C@@H:86]4[CH2:94][OH:95])[O:78][C@@H:77]3[CH2:96][OH:97] |f:4.5.6|. Procedure details: 6.16 g of nimesulide (2×10-2 mole) are suspended in 200 ml of distilled water to which 6.56 g of L-lysine (4×10-2 mole) are added. The suspension is subjected to ultrasound for 5 minutes and then heated to 50° C. while violent agitation is maintained [Ultraturrax (registered mark)]. 26.3 g of β-CD·10H2O (2×10-2 mole) are dispersed in 200 ml of distilled water and heated to 50° C. The suspension of β-CD is added to the suspension of nimesulide and L-lysine. The agitation is continued for 15 minut...